Task: describe an organic reaction: reactants, conditions, products, and yield. Dataset: the Open Reaction Database (ORD), a public repository of structured organic reaction records The reactants are C1(=CC=CC=C1)C (Toluene), ClC1=CC=C(C=C1)CC(=O)O (4-chlorophenylacetic acid), ClC1=CC=C(C(CBr)=O)C=C1 (4-chlorophenacyl bromide), C([O-])([O-])=O.[K+].[K+] (potassium carbonate). Solvent: O (water), C(C)#N (acetonitrile). Run at time 2 hour. Product: ClC1=CC=C(C=C1)C=1C(OCC1C1=CC=C(C=C1)Cl)=O (3,4-bis(4-chlorophenyl)-2(5H)-furanone). The yield is 45.1%. Reaction SMILES: [Cl:1][C:2]1[CH:7]=[CH:6][C:5]([CH2:8][C:9]([OH:11])=[O:10])=[CH:4][CH:3]=1.[Cl:12][C:13]1[CH:22]=[CH:21][C:16]([C:17](=O)[CH2:18]Br)=[CH:15][CH:14]=1.C(=O)([O-])[O-].[K+].[K+].C1(C)C=CC=CC=1>C(#N)C.O>[Cl:1][C:2]1[CH:3]=[CH:4][C:5]([C:8]2[C:9](=[O:11])[O:10][CH2:18][C:17]=2[C:16]2[CH:21]=[CH:22][C:13]([Cl:12])=[CH:14][CH:15]=2)=[CH:6][CH:7]=1 |f:2.3.4|. Procedure: In acetonitrile (10 ml), a mixture of 4-chlorophenylacetic acid (1.70 g), 4-chlorophenacyl bromide (2.33 g) and potassium carbonate (5.53 g) was heated at reflux while stirring for 2 hours. Toluene and water were added to the reaction mixture, and the thus-precipitated crystals were filtered and purified by silica gel column chromatography (eluent: ethyl acetate/hexane=1/5), thereby giving 1.37 g of 3,4-bis(4-chlorophenyl)-2(5H)-furanone. Reactants: COC(=O)[C@@]12NC([C@@H]3C[C@H](CCN3C(N(CCCCC=C[C@@H]2C1)C)=O)OC1=NC(=NC(=C1)C=1SC=C(N1)C)C=1SC=C(N1)C(F)(F)F)=O ((1S,4R,6S,18S)-18[6-(4-Methylthiazol-2-yl)-2-(4-trifluoromethylthiazol-2-yl)-pyrimidin-4-yloxy]-13-N-methyl-2,14-dioxo-3,13,15-triazatricyclo[13.4.0.0*4,6*]nonadec-7-ene-4-carboxylic acid methyl ester), C(#C)C=1N=C(SC1)C1=NC2=C(C(=CC=C2C(=C1)O[C@@H]1CCN2C(N(CCCC\C=C/[C@@H]3C[C@]3(NC([C@@H]2C1)=O)C(=O)O)C)=O)OC)C ((Z)-(1S,4R,6S,18R)-18-[2-(4-ethynyl-thiazol-2-yl)-7-methoxy-8-methyl-quinolin-4-yloxy]-13-methyl-2,14-dioxo-3,13,15-triaza-tricyclo[13.4.0.0*4,6*]nonadec-7-ene-4-carboxylic acid). Procedure details: (1S,4R,6S,18S)-18 [6-(4-Methylthiazol-2-yl)-2-(4-trifluoromethylthiazol-2-yl)-pyrimidin-4-yloxy]-13-N-methyl-2,14-dioxo-3,13,15-triazatricyclo[13.4.0.0*4,6*]nonadec-7-ene-4-carboxylic acid 42b was synthesized from compound 41b (250 mg, 1.0 eq.), according to the procedure as described for compound 38, as a green foam in 82% yield. MS (ESI, EI−) m/z=690 (MH−). Reaction SMILES: C[O:2][C:3]([C@@:5]12[CH2:23][C@H:22]1[CH:21]=[CH:20][CH2:19][CH2:18][CH2:17][CH2:16][N:15]([CH3:24])[C:14](=[O:25])[N:13]1[C@@H:8]([CH2:9][C@@H:10]([O:26][C:27]3[CH:32]=[C:31]([C:33]4[S:34][CH:35]=[C:36]([CH3:38])[N:37]=4)[N:30]=[C:29]([C:39]4[S:40][CH:41]=[C:42]([C:44]([F:47])([F:46])[F:45])[N:43]=4)[N:28]=3)[CH2:11][CH2:12]1)[C:7](=[O:48])[NH:6]2)=[O:4].C(C1N=C(C2C=C(O[C@H]3C[C@@H]4N(C(=O)N(C)CCCCC=C[C@H]5[C@](C(O)=O)(NC4=O)C5)CC3)C3C(=C(C)C(OC)=CC=3)N=2)SC=1)#C>>[CH3:38][C:36]1[N:37]=[C:33]([C:31]2[N:30]=[C:29]([C:39]3[S:40][CH:41]=[C:42]([C:44]([F:45])([F:46])[F:47])[N:43]=3)[N:28]=[C:27]([O:26][C@@H:10]3[CH2:9][C@@H:8]4[N:13]([C:14](=[O:25])[N:15]([CH3:24])[CH2:16][CH2:17][CH2:18][CH2:19][CH:20]=[CH:21][C@H:22]5[C@:5]([C:3]([OH:4])=[O:2])([NH:6][C:7]4=[O:48])[CH2:23]5)[CH2:12][CH2:11]3)[CH:32]=2)[S:34][CH:35]=1. Product: CC=1N=C(SC1)C1=CC(=NC(=N1)C=1SC=C(N1)C(F)(F)F)O[C@H]1CCN2C(N(CCCCC=C[C@@H]3C[C@]3(NC([C@@H]2C1)=O)C(=O)O)C)=O ((1S,4R,6S,18S)-18 [6-(4-Methylthiazol-2-yl)-2-(4-trifluoromethylthiazol-2-yl)-pyrimidin-4-yloxy]-13-N-methyl-2,14-dioxo-3,13,15-triazatricyclo[13.4.0.0*4,6*]nonadec-7-ene-4-carboxylic acid). Isolated yield 82.0%. The reactants are BrB(Br)Br, ClCCl, c1ccc(COc2ccccc2CCCCc2ccc3ccccc3c2)cc1. The product is Oc1ccccc1CCCCc1ccc2ccccc2c1. Reaction SMILES: [B:29]([Br:30])([Br:31])[Br:32].[CH2:33]([Cl:34])[Cl:35].[cH:1]1[c:2]([CH2:11][CH2:12][CH2:13][CH2:14][c:15]2[c:16]([O:21][CH2:22][c:23]3[cH:24][cH:25][cH:26][cH:27][cH:28]3)[cH:17][cH:18][cH:19][cH:20]2)[cH:3][cH:4][c:5]2[cH:6][cH:7][cH:8][cH:9][c:10]12>>[cH:1]1[c:2]([CH2:11][CH2:12][CH2:13][CH2:14][c:15]2[c:16]([OH:21])[cH:17][cH:18][cH:19][cH:20]2)[cH:3][cH:4][c:5]2[cH:6][cH:7][cH:8][cH:9][c:10]12. Reactants: C(#N)C=1C=CC2=C(S(C3=C(CC2=O)C=CC=C3)=O)C1 (3-cyano-10,11-dihydro-11-oxodibenzo[b,f]thiepin 5-oxide), Cl (hydrochloric acid), O (water), [OH-].[Na+] (sodium hydroxide), C(C)O (ethanol). Yields the product O=C1C2=C(S(C3=C(C1)C=CC=C3)=O)C=C(C=C2)C(=O)O (10,11-Dihydro-11-oxodibenzo[b,f]thiepin-3-carboxylic Acid 5-oxide). RXN SMILES: [C:1]([C:3]1[CH:4]=[CH:5][C:6]2[C:12](=[O:13])[CH2:11][C:10]3[CH:14]=[CH:15][CH:16]=[CH:17][C:9]=3[S:8](=[O:18])[C:7]=2[CH:19]=1)#N.[OH-:20].[Na+].C(O)C.Cl.[OH2:26]>>[O:13]=[C:12]1[CH2:11][C:10]2[CH:14]=[CH:15][CH:16]=[CH:17][C:9]=2[S:8](=[O:18])[C:7]2[CH:19]=[C:3]([C:1]([OH:26])=[O:20])[CH:4]=[CH:5][C:6]1=2 |f:1.2|. Procedure details: 780 Mg. 3-cyano-10,11-dihydro-11-oxodibenzo[b,f]thiepin 5-oxide is refluxed for four hours in a mixture of 50 cc. 10% aqueous sodium hydroxide and 50 cc. ethanol. The reaction mixture is diluted with water, acidified with hydrochloric acid, filtered and dried under vacuum in the oven at 70° C. The solid is recrystallized from a mixture of dimethylformamide and methanol to yield 360 mg. of the pure acid, m.p. 273° C. dec. The reactants are C(C)OC(C(CC1=C(C=C(C=C1)O)C)OCC)=O ([rac]-2-ethoxy-3-(4-hydroxy-2-methyl-phenyl)-propionic acid ethyl ester), C(C)(C)(C)C=1OC(=C(N1)CCl)C (2-tert-butyl-4-chloromethyl-5-methyl-oxazole), C([O-])([O-])=O.[Cs+].[Cs+] (cesium carbonate), [I-].[K+] (potassium iodide). Run in CC(=O)C (acetone). The product is C(C)OC(C(CC1=C(C=C(C=C1)OCC=1N=C(OC1C)C(C)(C)C)C)OCC)=O ([rac]-3-[4-(2-tert-Butyl-5-methyl-oxazol-4-ylmethoxy)-2-methyl-phenyl]-2-ethoxy-propionic acid ethyl ester). Isolated yield 63.0%. Reaction SMILES: [CH2:1]([O:3][C:4](=[O:18])[CH:5]([O:15][CH2:16][CH3:17])[CH2:6][C:7]1[CH:12]=[CH:11][C:10]([OH:13])=[CH:9][C:8]=1[CH3:14])[CH3:2].[C:19]([C:23]1[O:24][C:25]([CH3:30])=[C:26]([CH2:28]Cl)[N:27]=1)([CH3:22])([CH3:21])[CH3:20].C(=O)([O-])[O-].[Cs+].[Cs+].[I-].[K+]>CC(C)=O>[CH2:1]([O:3][C:4](=[O:18])[CH:5]([O:15][CH2:16][CH3:17])[CH2:6][C:7]1[CH:12]=[CH:11][C:10]([O:13][CH2:28][C:26]2[N:27]=[C:23]([C:19]([CH3:22])([CH3:21])[CH3:20])[O:24][C:25]=2[CH3:30])=[CH:9][C:8]=1[CH3:14])[CH3:2] |f:2.3.4,5.6|. Procedure details: A mixture of [rac]-2-ethoxy-3-(4-hydroxy-2-methyl-phenyl)-propionic acid ethyl ester (50 mg, 0.2 mmol), 2-tert-butyl-4-chloromethyl-5-methyl-oxazole (41 mg, 0.22 mmol, example 1, step b]), cesium carbonate (71 mg, 0.22 mmol) and a trace of potassium iodide were suspended in acetone (5 ml). The suspension was heated under reflux for 14 h, the solvent evaporated under reduced pressure and the residue dissolved in 2 N HCl/ice water 1/1 and ethyl acetate. The layers were separated and the aqueous la...